describe an organic reaction: reactants, conditions, products, and yield From a dataset of the Open Reaction Database (ORD), a public repository of structured organic reaction records. Starting materials: ClC1=NC(=CC=C1)OC1=CC=CC=C1 (2-chloro-6-phenoxypyridine), C([O-])([O-])=O.[K+].[K+] (potassium carbonate), C(C)(=O)NC1=CC=NC=C1 (4-acetamidopyridine). Reagents/catalysts: [Cu] (copper). Run in S1(=O)(=O)CCCC1 (sulfolane). Run at temperature 150 celsius, time 40 hour. Product: C(C)(=O)NC1CC(NCC1)C1=NC(=CC=C1)OC1=CC=CC=C1 (4-acetamido-2-(6-phenoxy-2-pyridyl)piperidine). Isolated yield 30.0%. Reaction SMILES: Cl[C:2]1[CH:7]=[CH:6][CH:5]=[C:4]([O:8][C:9]2[CH:14]=[CH:13][CH:12]=[CH:11][CH:10]=2)[N:3]=1.C(=O)([O-])[O-].[K+].[K+].[C:21]([NH:24][C:25]1[CH:30]=[CH:29][N:28]=[CH:27][CH:26]=1)(=[O:23])[CH3:22]>S1(CCCC1)(=O)=O.[Cu]>[C:21]([NH:24][CH:25]1[CH2:30][CH2:29][NH:28][CH:27]([C:2]2[CH:7]=[CH:6][CH:5]=[C:4]([O:8][C:9]3[CH:14]=[CH:13][CH:12]=[CH:11][CH:10]=3)[N:3]=2)[CH2:26]1)(=[O:23])[CH3:22] |f:1.2.3|. Procedure details: A mixture of 0.116 moles of 2-chloro-6-phenoxypyridine, 21.5 g of anhydrous potassium carbonate, 0.151 moles of 4-acetamidopyridine and 0.118 mole of copper in powder form in 100 ml of sulfolane is heated to 150° C. with stirring for 40 hours. The sulfolane is distilled, the residue is taken up with water, the suspension is treated with water and it is extracted with methylene chloride. The organic phase is washed with water, dried and concentrated to dryness. By crystallisation of the residue i... Reactants: CC(=O)OC(C)=O, O=CO, Cc1ccc2c(=O)c(C(=O)O)cn(CCO)c2n1, c1ccncc1. Product: Cc1ccc2c(=O)c(C(=O)O)cn(CCOC=O)c2n1. Reaction SMILES: [CH3:4][C:5]([O:6][C:7](=[O:8])[CH3:9])=[O:10].[CH:1](=[O:2])[OH:3].[OH:11][CH2:12][CH2:13][n:14]1[cH:15][c:16]([C:26](=[O:27])[OH:28])[c:17](=[O:25])[c:18]2[cH:19][cH:20][c:21]([CH3:24])[n:22][c:23]12.[cH:29]1[cH:30][cH:31][n:32][cH:33][cH:34]1>>[CH:1](=[O:2])[O:3][CH2:12][CH2:13][n:14]1[cH:15][c:16]([C:26](=[O:27])[OH:28])[c:17](=[O:25])[c:18]2[cH:19][cH:20][c:21]([CH3:24])[n:22][c:23]12.